Dataset: the Open Reaction Database (ORD), a public repository of structured organic reaction records. Task: describe an organic reaction: reactants, conditions, products, and yield Starting materials: CC(C)(C)C=1C=C(C=C(C1O)C(C)(C)C)C1=NNC(S1)=S (5-[3,5-bis(1,1-dimethylethyl)-4-hydroxyphenyl]-1,3,4-thiadiazole-2(3H)-thione), [OH-].[Na+] (NaOH). The solvent is CO (methanol). Reaction conditions: time 1 hour. The product is CC(C)(C)C1C=C(C=CC1(O)C(C)(C)C)C1=NNC(S1)=S (5-[3,4-bis(1,1-dimethylethyl)-4-hydroxyphenyl]-1,3,4-thiadiazole-2(3H)-thione). Isolated yield 213.2%. RXN SMILES: CC([C:5]1[CH:6]=[C:7]([C:16]2[S:20][C:19](=[S:21])[NH:18][N:17]=2)[CH:8]=[C:9]([C:12]([CH3:15])([CH3:14])[CH3:13])[C:10]=1[OH:11])(C)C.[OH-].[Na+]>CO>[CH3:13][C:12]([CH:9]1[C:10]([C:7]([CH3:16])([CH3:8])[CH3:6])([OH:11])[CH:5]=[CH:6][C:7]([C:16]2[S:20][C:19](=[S:21])[NH:18][N:17]=2)=[CH:8]1)([CH3:14])[CH3:15] |f:1.2|. Procedure details: To a 0° C. solution of 5-[3,5-bis(1,1-dimethylethyl)-4-hydroxyphenyl]-1,3,4-thiadiazole-2(3H)-thione (5.16 g, 0.0159 mole) in methanol (50 ml), is added aqueous 1.00M NaOH (15.9 ml, 0.0159 mole) dropwise. After the addition is complete the solution is stirred one hour at room temperature before concentrating in vacuo. The residue is slurried in toluene and concentrated. The product is transferred from the flask to a crystallizing dish and dried in vacuo at 80° C. for 48 hours to provide 5.5 g (5... Reactants: C1CCOC1, [Li]CCCC, CCCCC(C)(C)C(=O)OC, COP(C)(=O)OC, CC(=O)O, O. Yields the product CCCCC(C)(C)C(=O)CP(=O)(OC)OC. As a reaction SMILES: [CH2:28]1[O:29][CH2:30][CH2:31][CH2:32]1.[CH2:8]([Li:9])[CH2:10][CH2:11][CH3:12].[CH3:13][O:14][C:15]([C:16]([CH2:17][CH2:18][CH2:19][CH3:20])([CH3:21])[CH3:22])=[O:23].[CH3:1][P:2]([O:3][CH3:4])([O:5][CH3:6])=[O:7].[CH3:24][C:25](=[O:26])[OH:27].[OH2:33]>>[CH2:1]([P:2]([O:3][CH3:4])([O:5][CH3:6])=[O:7])[C:15](=[O:14])[C:16]([CH2:17][CH2:18][CH2:19][CH3:20])([CH3:21])[CH3:22]. Starting materials: CNC(=O)C(N)C(C)(C)C, CN(C)C=O, On1nnc2ccccc21, CC(C(CCCc1ccccc1)C(=O)O)N(C=O)OC1CCCCO1. The product is CNC(=O)C(NC(=O)C(CCCc1ccccc1)C(C)N(C=O)OC1CCCCO1)C(C)(C)C. Reaction SMILES: [CH3:36][NH:37][C:38]([CH:39]([C:40]([CH3:41])([CH3:42])[CH3:43])[NH2:44])=[O:45].[O:46]=[CH:47][N:48]([CH3:49])[CH3:50].[OH:26][n:27]1[c:28]2[c:29]([cH:30][cH:31][cH:32][cH:33]2)[n:34][n:35]1.[c:1]1([CH2:7][CH2:8][CH2:9][CH:10]([C:11](=[O:12])[OH:13])[CH:14]([CH3:15])[N:16]([O:17][CH:18]2[O:19][CH2:20][CH2:21][CH2:22][CH2:23]2)[CH:24]=[O:25])[cH:2][cH:3][cH:4][cH:5][cH:6]1>>[c:1]1([CH2:7][CH2:8][CH2:9][CH:10]([C:11](=[O:13])[NH:44][CH:39]([C:38]([NH:37][CH3:36])=[O:45])[C:40]([CH3:41])([CH3:42])[CH3:43])[CH:14]([CH3:15])[N:16]([O:17][CH:18]2[O:19][CH2:20][CH2:21][CH2:22][CH2:23]2)[CH:24]=[O:25])[cH:2][cH:3][cH:4][cH:5][cH:6]1. Reactants: C(C)(C)(C)O (t-butanol), O (water), C(=C)C=1C=CC(=NC1)NC(C)=O (N-(5-Vinyl-pyridin-2-yl)-acetamide), S(=O)([O-])[O-].[Na+].[Na+] (sodium sulfite). Solvent: CC(C)O (2-propanol), CC(C)O (2-propanol). Reaction conditions: temperature 5 celsius, time 12 hour. Yields the product O[C@@H](CO)C=1C=CC(=NC1)NC(C)=O ((R)-N-(5-(1.2-Dihydroxy-ethyl)-pyridin-2-yl)-acetamide). Isolated yield 80.0%. As a reaction SMILES: C([OH:5])(C)(C)C.[CH:6]([C:8]1[CH:9]=[CH:10][C:11]([NH:14][C:15](=[O:17])[CH3:16])=[N:12][CH:13]=1)=[CH2:7].S([O-])([O-])=O.[Na+].[Na+].[OH2:24]>CC(O)C>[OH:24][C@H:6]([C:8]1[CH:9]=[CH:10][C:11]([NH:14][C:15](=[O:17])[CH3:16])=[N:12][CH:13]=1)[CH2:7][OH:5] |f:2.3.4|. Procedure details: A suspension of AD-Mix-B® (56.33 g) in water (200 ml) and t-butanol (200 ml) was cooled to 5° C. and N-(5-Vinyl-pyridin-2-yl)-acetamide (6.52 g, 40.2 mmol) was added followed by 2-propanol (400 ml). The mixture was stirred at 5° C. for 12 hours and then at 20 ° C. for 12 hours. The reaction mixture was then treated with sodium sulfite (60.4 g), stirred for 30 minutes and then diluted with 500 ml of 2-propanol and stirred for an additional one hour. The mixture was filtered and the alcoholic phas... The reactants are O (water), CI (Methyl iodide), C(C1=CC=CC=C1)OC1=C(CNC2=C(C=C(C(=O)OCC)C=C2)O)C=C(C=C1)Br (ethyl 4-[N-(2-benzyloxy-5-bromobenzyl)amino]-3-hydroxybenzoate), C([O-])([O-])=O.[K+].[K+] (potassium carbonate). Solvent: CN(C=O)C (N,N-dimethylformamide). Reaction conditions: time 3 hour. Yields the product C(C1=CC=CC=C1)OC1=C(CNC2=C(C=C(C(=O)OCC)C=C2)OC)C=C(C=C1)Br (ethyl 4-[N-(2-benzyloxy-5-bromobenzyl)amino]-3-methoxybenzoate). RXN SMILES: CI.[CH2:3]([O:10][C:11]1[CH:30]=[CH:29][C:28]([Br:31])=[CH:27][C:12]=1[CH2:13][NH:14][C:15]1[CH:25]=[CH:24][C:18]([C:19]([O:21][CH2:22][CH3:23])=[O:20])=[CH:17][C:16]=1[OH:26])[C:4]1[CH:9]=[CH:8][CH:7]=[CH:6][CH:5]=1.[C:32](=O)([O-])[O-].[K+].[K+].O>CN(C)C=O>[CH2:3]([O:10][C:11]1[CH:30]=[CH:29][C:28]([Br:31])=[CH:27][C:12]=1[CH2:13][NH:14][C:15]1[CH:25]=[CH:24][C:18]([C:19]([O:21][CH2:22][CH3:23])=[O:20])=[CH:17][C:16]=1[O:26][CH3:32])[C:4]1[CH:5]=[CH:6][CH:7]=[CH:8][CH:9]=1 |f:2.3.4|. Reported procedure: Methyl iodide (2.7 g) was added to a stirred suspension of ethyl 4-[N-(2-benzyloxy-5-bromobenzyl)amino]-3-hydroxybenzoate (6 g) and potassium carbonate (2.6 g) in N,N-dimethylformamide (50 mL) and stirring was continued for 3 hours. The reaction mixture was poured into water (200 mL) and this was extracted three times with diethyl ether (50 mL each time). The combined diethyl ether extracts were washed three times with water (50 mL each time) and dried (MgSO4). The residue obtained on evaporatio... Reactants: [Li+].C[Si](C)(C)[N-][Si](C)(C)C (LiHMDS), O1C(OCC1)C=1C=C(C(=NC1)F)C1=NC(=NC(=N1)C)SC (2-(5-(1,3-dioxolan-2-yl)-2-fluoropyridin-3-yl)-4-methyl-6-(methylthio)-1,3,5-triazine), NC=1C=CC(=NC1)OC (5-amino-2-methoxypyridine), C1CCOC1 (THF). The solvent is [NH4+].[Cl-] (NH4Cl), O (water), C(C)(=O)OCC (ethyl acetate). Reaction conditions: time 1 hour. Yields the product O1C(OCC1)C=1C=C(C(=NC1)NC=1C=NC(=CC1)OC)C1=NC(=NC(=N1)C)SC (5-(1,3-dioxolan-2-yl)-N-(6-methoxypyridin-3-yl)-3-(4-methyl-6-(methylthio)-1,3,5-triazin-2-yl)pyridin-2-amine). Yield: 6.2%. As a reaction SMILES: [Li+].C[Si]([N-][Si](C)(C)C)(C)C.[O:11]1[CH2:15][CH2:14][O:13][CH:12]1[C:16]1[CH:17]=[C:18]([C:23]2[N:28]=[C:27]([CH3:29])[N:26]=[C:25]([S:30][CH3:31])[N:24]=2)[C:19](F)=[N:20][CH:21]=1.[NH2:32][C:33]1[CH:34]=[CH:35][C:36]([O:39][CH3:40])=[N:37][CH:38]=1.C1COCC1>[NH4+].[Cl-].O.C(OCC)(=O)C>[O:11]1[CH2:15][CH2:14][O:13][CH:12]1[C:16]1[CH:17]=[C:18]([C:23]2[N:28]=[C:27]([CH3:29])[N:26]=[C:25]([S:30][CH3:31])[N:24]=2)[C:19]([NH:32][C:33]2[CH:38]=[N:37][C:36]([O:39][CH3:40])=[CH:35][CH:34]=2)=[N:20][CH:21]=1 |f:0.1,5.6|. Reported procedure: LiHMDS (1.0 M in THF, 4.14 mL, 4.14 mmol) was added to a stirred solution of 2-(5-(1,3-dioxolan-2-yl)-2-fluoropyridin-3-yl)-4-methyl-6-(methylthio)-1,3,5-triazine (0.425 g, 1.379 mmol) and 5-amino-2-methoxypyridine (0.257 g, 2.068 mmol) in THF (3.00 mL, 36.6 mmol) at 0° C. and the mixture was stirred at the same temperature for 1 h. The reaction mixture was diluted with NH4Cl(aq) and water (10 mL each) and diluted with ethyl acetate (10 mL). The separated aqueous layer was extracted with ethyl a... The reactants are C(C)OC(=O)C1CCN(CC1)C1=NC=C(C=C1Cl)C(NC=1SC(=C(N1)C=1SC=C(C1)Cl)N1CCN(CC1)C1CCCCC1)=O (1-(3-chloro-5-{[4-(4-chlorothiophen-2-yl)-5-(4-cyclohexylpiperazin-1-yl)thiazol-2-yl]carbamoyl}-2-pyridyl)piperidine-4-carboxylic acid ethyl ester). The solvent is CO (MeOH), [OH-].[Na+] (NaOH). Run at time 24 hour. The product is Cl.ClC=1C(=NC=C(C1)C(NC=1SC(=C(N1)C=1SC=C(C1)Cl)N1CCN(CC1)C1CCCCC1)=O)N1CCC(CC1)C(=O)O (1-(3-chloro-5-{[4-(4-chlorothiophen-2-yl)-5-(4-cyclohexylpiperazin-1-yl)thiazol-2-yl]carbamoyl}pyridin-2-yl)piperidine-4-carboxylic acid hydrochloride). Isolated yield 131.7%. Reaction SMILES: C([O:3][C:4]([CH:6]1[CH2:11][CH2:10][N:9]([C:12]2[C:17]([Cl:18])=[CH:16][C:15]([C:19](=[O:44])[NH:20][C:21]3[S:22][C:23]([N:32]4[CH2:37][CH2:36][N:35]([CH:38]5[CH2:43][CH2:42][CH2:41][CH2:40][CH2:39]5)[CH2:34][CH2:33]4)=[C:24]([C:26]4[S:27][CH:28]=[C:29]([Cl:31])[CH:30]=4)[N:25]=3)=[CH:14][N:13]=2)[CH2:8][CH2:7]1)=[O:5])C>CO.[OH-].[Na+]>[ClH:18].[Cl:18][C:17]1[C:12]([N:9]2[CH2:8][CH2:7][CH:6]([C:4]([OH:5])=[O:3])[CH2:11][CH2:10]2)=[N:13][CH:14]=[C:15]([C:19](=[O:44])[NH:20][C:21]2[S:22][C:23]([N:32]3[CH2:37][CH2:36][N:35]([CH:38]4[CH2:43][CH2:42][CH2:41][CH2:40][CH2:39]4)[CH2:34][CH2:33]3)=[C:24]([C:26]3[S:27][CH:28]=[C:29]([Cl:31])[CH:30]=3)[N:25]=2)[CH:16]=1 |f:2.3,4.5|. Procedure: To a solution of 30 mg of the compound of Example 13 in 1 ml of MeOH, 0.12 ml of 1M NaOH aq. was added at room temperature, and the mixture was stirred for 24 hours. After the solvent was evaporated under reduced pressure, the obtained residue was dissolved in 5 ml of EtOAc, 0.2 ml of 1M HCl was added thereto, and the mixture was stirred for a while. Then, the solvent was evaporated under reduced pressure and washed with diethylether to obtain 20 mg of 1-(3-chloro-5-{[4-(4-chlorothiophen-2-yl)-5... Starting materials: ice water, FC1=C(C=CC(=C1)C(CC(=O)O)C)C1=CC=CC=C1 (3-(2-fluoro-4-biphenylyl)-butyric acid), [H-].[Al+3].[Li+].[H-].[H-].[H-] (lithium aluminum hydride), C(C)(=O)OCC (ethyl acetate), Cl (hydrochloric acid). Solvent: O (water), O1CCCC1 (tetrahydrofuran), O (water). Run at time 30 minute. Product: FC1=C(C=CC(=C1)C(CCO)C)C1=CC=CC=C1 (3-(2-Fluoro-4-biphenylyl)-1-butanol). As a reaction SMILES: [F:1][C:2]1[CH:7]=[C:6]([CH:8]([CH3:13])[CH2:9][C:10](O)=[O:11])[CH:5]=[CH:4][C:3]=1[C:14]1[CH:19]=[CH:18][CH:17]=[CH:16][CH:15]=1.[H-].[Al+3].[Li+].[H-].[H-].[H-].C(OCC)(=O)C.Cl>O1CCCC1.O>[F:1][C:2]1[CH:7]=[C:6]([CH:8]([CH3:13])[CH2:9][CH2:10][OH:11])[CH:5]=[CH:4][C:3]=1[C:14]1[CH:15]=[CH:16][CH:17]=[CH:18][CH:19]=1 |f:1.2.3.4.5.6|. Reported procedure: A solution of 25.83 gm (0.10 mol) of 3-(2-fluoro-4-biphenylyl)-butyric acid in 100 ml of absolute tertrahydrofuran was added dropwise at room temperature to a stirred suspension of 2.85 gm (0.075 mol) of lithium aluminum hydride in 100 ml of absolute tetrahydrofuran, the resulting mixture was stirred for 60 minutes more at room temperature and for 30 minutes at 30°-35°C, and then ethyl acetate was added dropwise until no more exothermic reaction occurred. The reaction mixture was then stirred fo... The reactants are CC1=CC=C(C=C1)S(=O)(=O)OCCC(C)(C)O (3-Hydroxy-3-methylbutyl 4-methylbenzenesulfonate), O (H2O), C(C)(=O)Cl (acetyl chloride). Solvent: C(Cl)Cl (methylene chloride), C(Cl)Cl (methylene chloride). Run at temperature 20 celsius, time 8 hour. Product: C(C)(=O)OC(C)(CCOS(=O)(=O)C1=CC=C(C)C=C1)C (2-Methyl-4-(tosyloxy)butan-2-yl acetate). As a reaction SMILES: [CH3:1][C:2]1[CH:7]=[CH:6][C:5]([S:8]([O:11][CH2:12][CH2:13][C:14]([OH:17])([CH3:16])[CH3:15])(=[O:10])=[O:9])=[CH:4][CH:3]=1.O.[C:19](Cl)(=[O:21])[CH3:20]>C(Cl)Cl>[C:19]([O:17][C:14]([CH3:15])([CH2:13][CH2:12][O:11][S:8]([C:5]1[CH:6]=[CH:7][C:2]([CH3:1])=[CH:3][CH:4]=1)(=[O:10])=[O:9])[CH3:16])(=[O:21])[CH3:20]. Procedure details: To a mixture of the alcohol 2 (0.500 g, 1.937 mmol), ZrOCl28.H2O (0.0031 g, 0.5 mol %) in methylene chloride (5 mL), acetyl chloride (0.304 g, 3.87 mmol) is added and the reaction is stirred for overnight at 20° C. The reaction on completion, is diluted with methylene chloride (5 mL) and washed with saturated sodium bicarbonate (2×10 mL), brine (1×10 mL) and dried. The solvent is evaporated to get the crude product. 1H NMR (400 MHz, CDCl3): δ 1.54 (s, 6H), 1.59 (s, 3H), 2.14-2.07 (m, 2H), 2.43 (... The reactants are B, C1CCOC1, C1CCOC1, C=C(CCCCC)c1ccc2c(c1)OCCC2(C)C, Cl, [Na+], [OH-], O, OO. Yields the product CCCCCC(CO)c1ccc2c(c1)OCCC2(C)C. Reaction SMILES: [BH3:20].[CH2:21]1[CH2:24][CH2:23][CH2:22][O:25]1.[CH2:31]1[O:32][CH2:33][CH2:34][CH2:35]1.[CH3:1][C:2]1([CH3:19])[CH2:3][CH2:4][O:5][c:6]2[cH:7][c:8]([C:12]([CH2:13][CH2:14][CH2:15][CH2:16][CH3:17])=[CH2:18])[cH:9][cH:10][c:11]21.[ClH:30].[Na+:27].[OH-:26].[OH2:36].[OH:28][OH:29]>>[CH3:1][C:2]1([CH3:19])[CH2:3][CH2:4][O:5][c:6]2[cH:7][c:8]([CH:12]([CH2:13][CH2:14][CH2:15][CH2:16][CH3:17])[CH2:18][OH:25])[cH:9][cH:10][c:11]21.